describe an organic reaction: reactants, conditions, products, and yield From a dataset of the Open Reaction Database (ORD), a public repository of structured organic reaction records. Reactants: C1(CCCCC1)N=C=NC1CCCCC1 (Dicyclohexylcarbodiimide), N1=CC(=CC=C1)C1SCC(N1)C(=O)O (2-(3-pyridyl)thiazolidine-4-carboxylic acid), C(CCCCCCC)N1CCNCC1 (1-octylpiperazine), ON1N=NC2=C1C=CC=C2 (1-hydroxybenzotriazole), resultant mixture, C(\C=C\C(=O)O)(=O)O (fumaric acid). The solvent is CN(C=O)C (N,N-dimethylformamide), C(C)O (ethanol), C(C)(=O)OCC (ethyl acetate). Conditions: time 2 day. Yields the product C(\C=C\C(=O)O)(=O)O.C(CCCCCCC)N1CCN(CC1)C(=O)C1NC(SC1)C=1C=NC=CC1 (1-octyl-4-[2-(3-pyridyl)thiazolidin-4-ylcarbonyl]piperazine fumarate). Isolated yield 51.5%. Reaction SMILES: C1(N=C=NC2CCCCC2)CCCCC1.[N:16]1[CH:21]=[CH:20][CH:19]=[C:18]([CH:22]2[NH:26][CH:25]([C:27]([OH:29])=O)[CH2:24][S:23]2)[CH:17]=1.[CH2:30]([N:38]1[CH2:43][CH2:42][NH:41][CH2:40][CH2:39]1)[CH2:31][CH2:32][CH2:33][CH2:34][CH2:35][CH2:36][CH3:37].ON1C2C=CC=CC=2N=N1.[C:54]([OH:61])(=[O:60])/[CH:55]=[CH:56]/[C:57]([OH:59])=[O:58]>C(OCC)(=O)C.C(O)C.CN(C)C=O>[C:54]([OH:61])(=[O:60])/[CH:55]=[CH:56]/[C:57]([OH:59])=[O:58].[CH2:30]([N:38]1[CH2:39][CH2:40][N:41]([C:27]([CH:25]2[CH2:24][S:23][CH:22]([C:18]3[CH:17]=[N:16][CH:21]=[CH:20][CH:19]=3)[NH:26]2)=[O:29])[CH2:42][CH2:43]1)[CH2:31][CH2:32][CH2:33][CH2:34][CH2:35][CH2:36][CH3:37] |f:8.9|. Reported procedure: Dicyclohexylcarbodiimide (0.82 g) was added to a mixture of 0.84 g of 2-(3-pyridyl)thiazolidine-4-carboxylic acid, 0.79 g of 1-octylpiperazine, 0.54 g of 1-hydroxybenzotriazole and 20 ml of N,N-dimethylformamide with ice cooling, and the resultant mixture was stirred overnight at room temperature. The reaction mixture was diluted with ethyl acetate, and the insoluble matter was filtered off. The filtrate was washed in sequence with saturated aqueous solution of sodium hydrogen carbonate, water a... Reactants: O(C(C)C)C(C)C (iPr2O), ClC1=NC=C(C(=O)NC2=CC=C(C=C2)OC(F)(F)Cl)C=C1C1=CC=NN1 (6-Chloro-N-(4-(chlorodifluoromethoxy)phenyl)-5-(1H-pyrazol-5-yl)nicotinamide), NCC(CCO)O (4-aminobutane-1,3-diol), CCN(C(C)C)C(C)C (DIPEA). Solvent: CC(C)O (iPrOH). Run at temperature 130 celsius, time 20 hour. Product: ClC(OC1=CC=C(C=C1)NC(C1=CN=C(C(=C1)C1=CC=NN1)NCC(CCO)O)=O)(F)F (N-(4-(Chlorodifluoromethoxy)phenyl)-6-((2,4-dihydroxybutyl)amino)-5-(1H-pyrazol-5-yl)nicotinamide). As a reaction SMILES: Cl[C:2]1[C:21]([C:22]2[NH:26][N:25]=[CH:24][CH:23]=2)=[CH:20][C:5]([C:6]([NH:8][C:9]2[CH:14]=[CH:13][C:12]([O:15][C:16]([Cl:19])([F:18])[F:17])=[CH:11][CH:10]=2)=[O:7])=[CH:4][N:3]=1.[NH2:27][CH2:28][CH:29]([OH:33])[CH2:30][CH2:31][OH:32].CCN(C(C)C)C(C)C.O(C(C)C)C(C)C>CC(O)C>[Cl:19][C:16]([F:18])([F:17])[O:15][C:12]1[CH:13]=[CH:14][C:9]([NH:8][C:6](=[O:7])[C:5]2[CH:20]=[C:21]([C:22]3[NH:26][N:25]=[CH:24][CH:23]=3)[C:2]([NH:27][CH2:28][CH:29]([OH:33])[CH2:30][CH2:31][OH:32])=[N:3][CH:4]=2)=[CH:10][CH:11]=1. Reported procedure: 6-Chloro-N-(4-(chlorodifluoromethoxy)phenyl)-5-(1H-pyrazol-5-yl)nicotinamide (Stage 48.1, 500 mg, 1.253 mmol), 4-aminobutane-1,3-diol (Stage 97.1, 152 mg, 1.447 mmol), DIPEA (0.667 mL, 3.82 mmol) and iPrOH (2 mL) were added to a MW vial, which was sealed, flushed with argon and stirred at 130° C. for 20 h. The RM was diluted with EtOAc and washed with water and brine, dried over Na2SO4 and the solvent was evaporated off under reduced pressure to give a residue which was treated with iPr2O and th... Reactants: ClC1=NC=CC=C1Cl (2,3-Dichloropyridine), C(C)(C)(C)[Mg]Cl (tert-butyl(chloro)magnesium), C(C)OCC (diethylether), mixture. The reagents and catalysts are [Cu](I)I (copper iodide). Solvent: C1CCOC1 (THF), [Cl-].[Na+].O (Brine). Conditions: temperature 0 celsius. The product is C(C)(C)(C)C1=NC=CC=C1Cl (2-tert-Butyl-3-chloropyridine). Reaction SMILES: Cl[C:2]1[C:7]([Cl:8])=[CH:6][CH:5]=[CH:4][N:3]=1.[C:9]([Mg]Cl)([CH3:12])([CH3:11])[CH3:10].C(OCC)C>C1COCC1.[Cl-].[Na+].O.[Cu](I)I>[C:9]([C:2]1[C:7]([Cl:8])=[CH:6][CH:5]=[CH:4][N:3]=1)([CH3:12])([CH3:11])[CH3:10] |f:4.5.6|. Procedure: 2,3-Dichloropyridine (1.0 g, 6.8 mmol) and copper iodide (0.065 g, 0.341 mmol) were dissolved in THF (6 mL). The mixture was degassed three times then cooled to 0° C. with an ice bath. Then tert-butyl(chloro)magnesium in diethylether (5.10 mL, 10.2 mmol) was added dropwise to the reaction mixture under a nitrogen atmosphere keeping the temperature at 0° C. with an ice bath. When the addition was complete, it was left to warm up to room temperature for 16 hours. Brine was slowly added to the reac... Starting materials: CC=1C(=CC=C2CC(N(C12)CC1=CC=CC2=CC=CC=C12)=O)C1=CC=C(C#N)C=C1 (4-(7-Methyl-1-naphthalen-1-ylmethyl-2-oxo-2,3-dihydro-1H-indol-6-yl)-benzonitrile), ClCC=1N=CN(C1)C(C1=CC=CC=C1)(C1=CC=CC=C1)C1=CC=CC=C1 (4-chloromethyl-1-trityl-1H-imidazole). Solvent: C1CCOC1 (THF). The product is CC=1C(=CC=C2C(C(N(C12)CC1=CC=CC2=CC=CC=C12)=O)(CC=1N=CN(C1)C(C1=CC=CC=C1)(C1=CC=CC=C1)C1=CC=CC=C1)CC=1N=CN(C1)C(C1=CC=CC=C1)(C1=CC=CC=C1)C1=CC=CC=C1)C1=CC=C(C#N)C=C1 (4-[7-Methyl-1-naphthalen-1-ylmethyl-2-oxo-3,3-bis-(1-trityl-1H-imidazol-4-ylmethyl)-2,3-dihydro-1H-indol-6-yl]-benzonitrile). RXN SMILES: [CH3:1][C:2]1[C:3]([C:23]2[CH:30]=[CH:29][C:26]([C:27]#[N:28])=[CH:25][CH:24]=2)=[CH:4][CH:5]=[C:6]2[C:10]=1[N:9]([CH2:11][C:12]1[C:21]3[C:16](=[CH:17][CH:18]=[CH:19][CH:20]=3)[CH:15]=[CH:14][CH:13]=1)[C:8](=[O:22])[CH2:7]2.Cl[CH2:32][C:33]1[N:34]=[CH:35][N:36]([C:38]([C:51]2[CH:56]=[CH:55][CH:54]=[CH:53][CH:52]=2)([C:45]2[CH:50]=[CH:49][CH:48]=[CH:47][CH:46]=2)[C:39]2[CH:44]=[CH:43][CH:42]=[CH:41][CH:40]=2)[CH:37]=1>C1COCC1>[CH3:1][C:2]1[C:3]([C:23]2[CH:24]=[CH:25][C:26]([C:27]#[N:28])=[CH:29][CH:30]=2)=[CH:4][CH:5]=[C:6]2[C:10]=1[N:9]([CH2:11][C:12]1[C:21]3[C:16](=[CH:17][CH:18]=[CH:19][CH:20]=3)[CH:15]=[CH:14][CH:13]=1)[C:8](=[O:22])[C:7]2([CH2:32][C:33]1[N:34]=[CH:35][N:36]([C:38]([C:39]2[CH:44]=[CH:43][CH:42]=[CH:41][CH:40]=2)([C:45]2[CH:46]=[CH:47][CH:48]=[CH:49][CH:50]=2)[C:51]2[CH:56]=[CH:55][CH:54]=[CH:53][CH:52]=2)[CH:37]=1)[CH2:32][C:33]1[N:34]=[CH:35][N:36]([C:38]([C:51]2[CH:56]=[CH:55][CH:54]=[CH:53][CH:52]=2)([C:45]2[CH:50]=[CH:49][CH:48]=[CH:47][CH:46]=2)[C:39]2[CH:44]=[CH:43][CH:42]=[CH:41][CH:40]=2)[CH:37]=1. Reported procedure: The title compound of 13A (250 mg, 0.644 mmol) and 4-chloromethyl-1-trityl-1H-imidazole compound (694 mg, 1.93 mmol) were dissolved in 4 ml of anhydrous THF under an atmosphere of dry N2. To this solution was added 95% KHMDS (338 mg, 1.61 mmol) and the reaction mixture was subsequently stirred overnight. The reaction mixture was partitioned between ethyl acetate and aqueous saturated NaHCO3. The organic layer was dried over MgSO4, filtered and concentrated under vacuum to give a pink solid which... Reactants: COC(=O)CBr, O=C([O-])[O-], CCC(C)=O, [K+], [K+], CCCc1cc(O)cc(C=O)c1. Yields the product CCCc1cc(C=O)cc(OCC(=O)OC)c1. As a reaction SMILES: [Br:19][CH2:20][C:21](=[O:22])[O:23][CH3:24].[C:1](=[O:2])([O-:3])[O-:4].[CH2:25]([C:26]([CH3:27])=[O:28])[CH3:29].[K+:18].[K+:5].[OH:6][c:7]1[cH:8][c:9]([CH:10]=[O:11])[cH:12][c:13]([CH2:15][CH2:16][CH3:17])[cH:14]1>>[O:6]([c:7]1[cH:8][c:9]([CH:10]=[O:11])[cH:12][c:13]([CH2:15][CH2:16][CH3:17])[cH:14]1)[CH2:20][C:21](=[O:22])[O:23][CH3:24]. The reactants are ClCCl, CN(C)c1ccncc1, C(=NC1CCCCC1)=NC1CCCCC1, Cn1c(C(F)(F)F)cc(=O)n(-c2cc(O)c(Cl)cc2F)c1=O, O=C(O)CCC(=O)N1CCCCC1. The product is Cn1c(C(F)(F)F)cc(=O)n(-c2cc(OC(=O)CCC(=O)N3CCCCC3)c(Cl)cc2F)c1=O. As a reaction SMILES: [CH2:60]([Cl:61])[Cl:62].[CH3:51][N:52]([CH3:53])[c:54]1[cH:55][cH:56][n:57][cH:58][cH:59]1.[CH:36]1([N:37]=[C:38]=[N:39][CH:40]2[CH2:41][CH2:42][CH2:43][CH2:44][CH2:45]2)[CH2:46][CH2:47][CH2:48][CH2:49][CH2:50]1.[Cl:1][c:2]1[cH:3][c:4]([F:22])[c:5](-[n:9]2[c:10](=[O:21])[n:11]([CH3:20])[c:12]([C:16]([F:17])([F:18])[F:19])[cH:13][c:14]2=[O:15])[cH:6][c:7]1[OH:8].[N:23]1([C:29](=[O:30])[CH2:31][CH2:32][C:33](=[O:34])[OH:35])[CH2:24][CH2:25][CH2:26][CH2:27][CH2:28]1>>[Cl:1][c:2]1[cH:3][c:4]([F:22])[c:5](-[n:9]2[c:10](=[O:21])[n:11]([CH3:20])[c:12]([C:16]([F:17])([F:18])[F:19])[cH:13][c:14]2=[O:15])[cH:6][c:7]1[O:8][C:33]([CH2:32][CH2:31][C:29]([N:23]1[CH2:24][CH2:25][CH2:26][CH2:27][CH2:28]1)=[O:30])=[O:34]. The reactants are NC=1C(=NC=CC1C)OC (3-amino-2-methoxy-4-methylpyridine), ClC1=C(C(=O)Cl)C=CC=N1 (2-chloronicotinoyl chloride), C(C)(C)N(C(C)C)CC (N,N-diisopropylethylamine). Run in CCOC(=O)C (EtOAc). Reaction conditions: time 10 hour. The product is ClC1=NC=CC=C1C(=O)NC=1C(=NC=CC1C)OC (2-Chloro-N-(2-methoxy-4-methyl-3-pyridinyl)-3-pyridinecarboxamide). The yield is 86.9%. As a reaction SMILES: [NH2:1][C:2]1[C:3]([O:9][CH3:10])=[N:4][CH:5]=[CH:6][C:7]=1[CH3:8].[Cl:11][C:12]1[N:20]=[CH:19][CH:18]=[CH:17][C:13]=1[C:14](Cl)=[O:15].C(N(CC)C(C)C)(C)C>CCOC(C)=O>[Cl:11][C:12]1[C:13]([C:14]([NH:1][C:2]2[C:3]([O:9][CH3:10])=[N:4][CH:5]=[CH:6][C:7]=2[CH3:8])=[O:15])=[CH:17][CH:18]=[CH:19][N:20]=1. Procedure: To a solution of 0.4 g (2.9 mmol) of 3-amino-2-methoxy-4-methylpyridine and 0.5 g (2.9 mmol) of 2-chloronicotinoyl chloride in EtOAc at 0° C. was added 0.4 g (3.0 mmol) of N,N-diisopropylethylamine. Stirring was continued for 10 h at which point the mixture was washed with 0.1N HCl , dried (MgSO4), concentrated and purified by flash chromatography on silica gel (1:1 EtOAc:hexanes) to yield 0.7 g (88%) of the desired material. m.p.: 145°-146° C. (Recrystallized from ethyl acetate). The reactants are OC1=C(C=C2CCNC(C2=C1)CC1=CC(=C(C=C1)OC)O)OC ((+)-7-Hydroxy-1-(3-hydroxy-4-methoxybenzyl)-6-methoxy-1,2,3,4-tetrahydroisoquinoline), C(Cl)Cl (methylene chloride), FC(C(=O)O)(F)F (trifluoroacetic acid), C([O-])(O)=O.[Na+] (sodium bicarbonate), C(C=C)Br (allyl bromide), C(Cl)Cl (methylene chloride). Reagents/catalysts: O=[V].Cl.Cl.Cl (vanadium oxytrichloride). Run in C(C)O (ethanol). Yields the product Cl.C(C=C)N1CCC=2C3=C(C4=C(CC13)C=C(C(=C4)OC)OC)C(=C(C2)OC)OC ((-)-6-allyl-5,6,6a,7-tetrahydro-1,2,9,10-tetramethoxy-4H-dibenzo(de,g)quinoline hydrochloride). RXN SMILES: O[C:2]1[CH:11]=[C:10]2[C:5]([CH2:6][CH2:7][NH:8][CH:9]2[CH2:12][C:13]2[CH:18]=[CH:17][C:16]([O:19][CH3:20])=[C:15]([OH:21])[CH:14]=2)=[CH:4][C:3]=1[O:22][CH3:23].[C:24](=[O:27])(O)[O-].[Na+].[CH2:29](Br)[CH:30]=[CH2:31].F[C:34](F)(F)C(O)=O.C(Cl)[Cl:41]>O=[V].Cl.Cl.Cl.C(O)C>[ClH:41].[CH2:29]([N:8]1[CH:9]2[C:10]3=[C:11]([C:2]([O:27][CH3:24])=[C:3]([O:22][CH3:23])[CH:4]=[C:5]3[CH2:6][CH2:7]1)[C:18]1[CH:17]=[C:16]([O:19][CH3:20])[C:15]([O:21][CH3:34])=[CH:14][C:13]=1[CH2:12]2)[CH:30]=[CH2:31] |f:1.2,6.7.8.9,11.12|. Procedure: 8.0 g. (25.37 mmol) (+)-7-Hydroxy-1-(3-hydroxy-4-methoxybenzyl)-6-methoxy-1,2,3,4-tetrahydroisoquinoline (J. Org. Chem., 45, 592/1980) in 150 ml. ethanol are mixed with 5.10 g. (60.7 mmol) sodium bicarbonate and 2.19 ml. (3.07 g.) allyl bromide in a manner analogous to that described in Example 1. The N-allylation product (8.0 g., 22.5 mmol, yellowish foam) obtained after appropriate working up is reacted at -10° C. in a mixture of 70 ml. trifluoroacetic acid and 70 ml. methylene chloride with 3... Reported procedure: The products from Example 2A and 3-methyl-3-phenylbutanoic acid were treated using a method similar to that described in Example 51 to give the title compound. 1H NMR (300 MHz, DMSO-d6) δ ppm 11.38 (s, 1H), 8.39-8.42 (m, 1H), 7.88-8.04 (m, 2H), 7.76-7.81 (m, 2H), 7.70-7.77 (m, 1H), 7.53-7.58 (m, 2H), 7.42-7.46 (m, 2H), 7.25-7.36 (m, 2H), 7.15-7.21 (m, 1H), 2.62 (s, 2H), 1.47 (s, 6H); MS (ESI−) M/Z 474 (M−H)−. Product: BrC1=CC=C(C=C1)C1=NN(C(C2=CC=CC=C12)=O)NC(CC(C)(C1=CC=CC=C1)C)=O (N-[4-(4-bromophenyl)-1-oxophthalazin-2(1H)-yl]-3-methyl-3-phenylbutanamide). Starting materials: NN1C(C2=CC=CC=C2C(=N1)C1=CC=C(C=C1)Br)=O (2-amino-4-(4-bromophenyl)phthalazin-1(2H)-one), CC(CC(=O)O)(C)C1=CC=CC=C1 (3-methyl-3-phenylbutanoic acid). Reaction SMILES: [NH2:1][N:2]1[N:11]=[C:10]([C:12]2[CH:17]=[CH:16][C:15]([Br:18])=[CH:14][CH:13]=2)[C:9]2[C:4](=[CH:5][CH:6]=[CH:7][CH:8]=2)[C:3]1=[O:19].[CH3:20][C:21]([C:27]1[CH:32]=[CH:31][CH:30]=[CH:29][CH:28]=1)([CH3:26])[CH2:22][C:23](O)=[O:24]>>[Br:18][C:15]1[CH:16]=[CH:17][C:12]([C:10]2[C:9]3[C:4](=[CH:5][CH:6]=[CH:7][CH:8]=3)[C:3](=[O:19])[N:2]([NH:1][C:23](=[O:24])[CH2:22][C:21]([CH3:20])([C:27]3[CH:32]=[CH:31][CH:30]=[CH:29][CH:28]=3)[CH3:26])[N:11]=2)=[CH:13][CH:14]=1.